This data is from the Open Reaction Database (ORD), a public repository of structured organic reaction records. The task is: describe an organic reaction: reactants, conditions, products, and yield The reactants are C(C)(=O)O (acetic acid), COC([C@@H](NC(=O)OCC1=CC=CC=C1)CC1=C(C=CC=C1)OCC)=O (N-benzyloxycarbonyl-3-[2-ethoxyphenyl]-alanine-methyl ester), CO (methanol), [BH4-].[Na+] (sodium borohydride). The solvent is O1CCCC1 (tetrahydrofuran), O (water), COC(C)(C)C (tert-butyl methyl ether). Conditions: time 5 hour. Yields the product C(C1=CC=CC=C1)OC(=O)NC(CO)CC1=C(C=CC=C1)OCC (N-Benzyloxycarbonyl-2-[2-ethoxybenzyl]-2-aminoethanol). Reaction SMILES: C[O:2][C:3](=O)[C@H:4]([CH2:16][C:17]1[CH:22]=[CH:21][CH:20]=[CH:19][C:18]=1[O:23][CH2:24][CH3:25])[NH:5][C:6]([O:8][CH2:9][C:10]1[CH:15]=[CH:14][CH:13]=[CH:12][CH:11]=1)=[O:7].[BH4-].[Na+].CO.C(O)(=O)C>COC(C)(C)C.O1CCCC1.O>[CH2:9]([O:8][C:6]([NH:5][CH:4]([CH2:16][C:17]1[CH:22]=[CH:21][CH:20]=[CH:19][C:18]=1[O:23][CH2:24][CH3:25])[CH2:3][OH:2])=[O:7])[C:10]1[CH:11]=[CH:12][CH:13]=[CH:14][CH:15]=1 |f:1.2|. Procedure details: 7.9 g (22 mmol) of N-benzyloxycarbonyl-3-[2-ethoxyphenyl]-alanine-methyl ester (Example b) is dissolved in 63 ml of tert-butyl methyl ether and mixed with 1.1 g (30.1 mmol) of sodium borohydride. At 5° C., 15 ml of methanol is added, and it is stirred for five hours at constant temperature. Then, 1.5 ml of acetic acid, dissolved in 5 ml of tetrahydrofuran, is added, mixed with 9 ml of water and stirred for ten minutes at room temperature. The organic phase is separated, washed with water and dri... The reactants are CCc1c(N2CCOCC2=O)cccc1S(=O)(=O)Cl, CCN(C(C)C)C(C)C, ClCCl, CC1COCCN1C(=O)C(N)CNC(=O)c1ccc(Cl)s1. The product is CCc1c(N2CCOCC2=O)cccc1S(=O)(=O)NC(CNC(=O)c1ccc(Cl)s1)C(=O)N1CCOCC1C. As a reaction SMILES: [CH2:31]([CH3:32])[c:33]1[c:34]([S:46](=[O:47])(=[O:48])[Cl:49])[cH:35][cH:36][cH:37][c:38]1[N:39]1[C:40](=[O:45])[CH2:41][O:42][CH2:43][CH2:44]1.[CH:22]([N:23]([CH2:24][CH3:25])[CH:26]([CH3:27])[CH3:28])([CH3:29])[CH3:30].[Cl:50][CH2:51][Cl:52].[NH2:1][CH:2]([CH2:3][NH:4][C:5](=[O:6])[c:7]1[s:8][c:9]([Cl:12])[cH:10][cH:11]1)[C:13](=[O:14])[N:15]1[CH:16]([CH3:21])[CH2:17][O:18][CH2:19][CH2:20]1>>[NH:1]([CH:2]([CH2:3][NH:4][C:5](=[O:6])[c:7]1[s:8][c:9]([Cl:12])[cH:10][cH:11]1)[C:13](=[O:14])[N:15]1[CH:16]([CH3:21])[CH2:17][O:18][CH2:19][CH2:20]1)[S:46]([c:34]1[c:33]([CH2:31][CH3:32])[c:38]([N:39]2[C:40](=[O:45])[CH2:41][O:42][CH2:43][CH2:44]2)[cH:37][cH:36][cH:35]1)(=[O:47])=[O:48]. Reactants: ClC=1C=CC2=C(C(=NCC(=N2)NN)C2=C(C=CC=C2)Cl)C1 (7-chloro-2-hydrazino-5-(o-chlorophenyl)-3H-1,4-benzodiazepine), ClCC=O (α-chloroacetaldehyde). Product: ClC=1C=CC2=C(C(=NCC(=N2)NN=CCCl)C2=C(C=CC=C2)Cl)C1 (7-chloro-2-[(2-chloroethylidene)hydrazino]-5-(o-chlorophenyl)-3H-1,4-benzodiazepine). Reaction SMILES: [Cl:1][C:2]1[CH:3]=[CH:4][C:5]2[N:11]=[C:10]([NH:12][NH2:13])[CH2:9][N:8]=[C:7]([C:14]3[CH:19]=[CH:18][CH:17]=[CH:16][C:15]=3[Cl:20])[C:6]=2[CH:21]=1.[Cl:22][CH2:23][CH:24]=O>>[Cl:1][C:2]1[CH:3]=[CH:4][C:5]2[N:11]=[C:10]([NH:12][N:13]=[CH:24][CH2:23][Cl:22])[CH2:9][N:8]=[C:7]([C:14]3[CH:19]=[CH:18][CH:17]=[CH:16][C:15]=3[Cl:20])[C:6]=2[CH:21]=1. Reported procedure: In the manner given in Example 1, 7-chloro-2-hydrazino-5-(o-chlorophenyl)-3H-1,4-benzodiazepine can be reacted with α-chloroacetaldehyde to give 7-chloro-2-[(2-chloroethylidene)hydrazino]-5-(o-chlorophenyl)-3H-1,4-benzodiazepine. Reactants: Cl.FC(C1=CC=C(OC=2C=C(C=C3CCNCC3)C=CC2)C=C1)(F)F (4-(3-(4-(Trifluoromethyl)phenoxy)benzylidene)piperidine hydrochloride), CC1=NOC(=C1C)NC(OC1=CC=CC=C1)=O (phenyl 3,4-dimethylisoxazol-5-ylcarbamate), NC1=C(C(=NO1)C)C (5-amino-3,4-dimethylisoxazole), C(C)(C)N(CC)C(C)C (diisopropylethylamine). Solvent: C(C)#N (acetonitrile). Conditions: time 16 hour. The product is FC(C1=CC=C(OC=2C=C(C=C3CCN(CC3)C(=O)NC3=C(C(=NO3)C)C)C=CC2)C=C1)(F)F (4-(3-(4-(trifluoromethyl)phenoxy)benzylidene)-N-(3,4-dimethylisoxazol-5-yl)piperidine-1-carboxamide). Reaction SMILES: Cl.[F:2][C:3]([F:25])([F:24])[C:4]1[CH:23]=[CH:22][C:7]([O:8][C:9]2[CH:10]=[C:11]([CH:19]=[CH:20][CH:21]=2)[CH:12]=[C:13]2[CH2:18][CH2:17][NH:16][CH2:15][CH2:14]2)=[CH:6][CH:5]=1.[CH3:26][C:27]1[C:31]([CH3:32])=[C:30]([NH:33][C:34](=O)[O:35]C2C=CC=CC=2)[O:29][N:28]=1.NC1ON=C(C)C=1C.C(N(C(C)C)CC)(C)C>C(#N)C>[F:25][C:3]([F:2])([F:24])[C:4]1[CH:5]=[CH:6][C:7]([O:8][C:9]2[CH:10]=[C:11]([CH:19]=[CH:20][CH:21]=2)[CH:12]=[C:13]2[CH2:18][CH2:17][N:16]([C:34]([NH:33][C:30]3[O:29][N:28]=[C:27]([CH3:26])[C:31]=3[CH3:32])=[O:35])[CH2:15][CH2:14]2)=[CH:22][CH:23]=1 |f:0.1|. Procedure details: 4-(3-(4-(Trifluoromethyl)phenoxy)benzylidene)piperidine hydrochloride (200 mg, 0.541 mmol, from Example 53, Step 5), phenyl 3,4-dimethylisoxazol-5-ylcarbamate (126 mg, 0.541 mmol, prepared according to the procedure described in Synthesis, 1997, 1189-1194 from 5-amino-3,4-dimethylisoxazole) and diisopropylethylamine (0.20 mL, 1.15 mmol) were combined in acetonitrile (5 mL) and stirred at room temperature. After 16 h, the reaction was concentrated and the residue was purified by silica gel chroma... Reactants: CN1CCOCC1 (N-methylmorpholine), Cl.NC(C(=O)N1C(CN(CC1)C(C(=O)NC)CC1=CC2=CC=CC=C2C=C1)COC)CC1=CC=C(C=C1)F (2-{4-[2-Amino-3-(4-fluorophenyl)-propionyl]-3-methoxymethyl-piperazin-1-yl}-N-methyl-3-naphthalen-2-yl-propionamide HCl), C(=O)(OC(C)(C)C)N1[C@H](C(=O)O)CCC1 (BOC-L-Proline), ON1N=NC2=C1C=CC=C2 (1-hydroxybenzotriazole). The solvent is O (water), CCOC(=O)C (EtOAc), CN(C)C=O (DMF). Reaction conditions: temperature 0 celsius. Product: C(C)(C)(C)OC(=O)N1C(CCC1)C(NC(C(=O)N1C(CN(CC1)C(CC1=CC2=CC=CC=C2C=C1)C(NC)=O)COC)CC1=CC=C(C=C1)F)=O (2-{1-(4-fluorobenzyl)-2-[2-methoxymethyl-4-(1-methylcarbamoyl-2-naphthalen-2-yl-ethyl)-piperazin-1-yl]-2-oxo-ethylcarbamoyl)-pyrrolidine-1-carboxylic acid tert-butyl ester). As a reaction SMILES: Cl.[NH2:2][CH:3]([CH2:31][C:32]1[CH:37]=[CH:36][C:35]([F:38])=[CH:34][CH:33]=1)[C:4]([N:6]1[CH2:11][CH2:10][N:9]([CH:12]([CH2:17][C:18]2[CH:27]=[CH:26][C:25]3[C:20](=[CH:21][CH:22]=[CH:23][CH:24]=3)[CH:19]=2)[C:13]([NH:15][CH3:16])=[O:14])[CH2:8][CH:7]1[CH2:28][O:29][CH3:30])=[O:5].[C:39]([N:46]1[CH2:53][CH2:52][CH2:51][C@H:47]1[C:48](O)=[O:49])([O:41][C:42]([CH3:45])([CH3:44])[CH3:43])=[O:40].ON1C2C=CC=CC=2N=N1.CN1CCOCC1>CN(C=O)C.O.CCOC(C)=O>[C:42]([O:41][C:39]([N:46]1[CH2:53][CH2:52][CH2:51][CH:47]1[C:48](=[O:49])[NH:2][CH:3]([CH2:31][C:32]1[CH:37]=[CH:36][C:35]([F:38])=[CH:34][CH:33]=1)[C:4]([N:6]1[CH2:11][CH2:10][N:9]([CH:12]([C:13](=[O:14])[NH:15][CH3:16])[CH2:17][C:18]2[CH:27]=[CH:26][C:25]3[C:20](=[CH:21][CH:22]=[CH:23][CH:24]=3)[CH:19]=2)[CH2:8][CH:7]1[CH2:28][O:29][CH3:30])=[O:5])=[O:40])([CH3:45])([CH3:44])[CH3:43] |f:0.1|. Procedure details: 2-{4-[2-Amino-3-(4-fluorophenyl)-propionyl]-3-methoxymethyl-piperazin-1-yl}-N-methyl-3-naphthalen-2-yl-propionamide HCl, 66, (0.36 g, 0.55 mmol) and BOC-L-Proline (0.13 g, 0.6 mmol) 1-(3-dimethylaminopropyl)-3-ethylcarbodiimide (0.2 g, 1.1 mmol) and 1-hydroxybenzotriazole (0.1 g, 0.7 mmol) are dissolved in anhydrous DMF (1.5 mL). The reaction mixture is cooled to 0° C., then N-methylmorpholine (0.5 mL, 4.1 mmol) is added. The reaction mixture is placed in a refrigerator overnight. EtOAc (25 mL) ... Reactants: CC(C)(C)OC(=O)N1CCN(c2ccc(OCc3ccc(C4CCCCC4)c(C(F)(F)F)c3)nc2)CC1, C=CC(=O)OC(C)(C)C, CO, CCN(C(C)C)C(C)C, ClCCl, [Na+], O=C([O-])O, O=C(O)C(F)(F)F. The product is CC(C)(C)OC(=O)CCN1CCN(c2ccc(OCc3ccc(C4CCCCC4)c(C(F)(F)F)c3)nc2)CC1. RXN SMILES: [C:1]([O:2][C:3](=[O:4])[N:8]1[CH2:9][CH2:10][N:11]([c:14]2[cH:15][n:16][c:17]([O:20][CH2:21][c:22]3[cH:23][c:24]([C:34]([F:35])([F:36])[F:37])[c:25]([CH:28]4[CH2:29][CH2:30][CH2:31][CH2:32][CH2:33]4)[cH:26][cH:27]3)[cH:18][cH:19]2)[CH2:12][CH2:13]1)([CH3:5])([CH3:6])[CH3:7].[C:45]([CH:46]=[CH2:47])(=[O:48])[O:49][C:50]([CH3:51])([CH3:52])[CH3:53].[CH3:71][OH:72].[CH:54]([N:55]([CH2:56][CH3:57])[CH:58]([CH3:59])[CH3:60])([CH3:61])[CH3:62].[Cl:68][CH2:69][Cl:70].[Na+:67].[O-:63][C:64]([OH:65])=[O:66].[OH:38][C:39]([C:40]([F:41])([F:42])[F:43])=[O:44]>>[N:8]1([CH2:47][CH2:46][C:45](=[O:48])[O:49][C:50]([CH3:51])([CH3:52])[CH3:53])[CH2:9][CH2:10][N:11]([c:14]2[cH:15][n:16][c:17]([O:20][CH2:21][c:22]3[cH:23][c:24]([C:34]([F:35])([F:36])[F:37])[c:25]([CH:28]4[CH2:29][CH2:30][CH2:31][CH2:32][CH2:33]4)[cH:26][cH:27]3)[cH:18][cH:19]2)[CH2:12][CH2:13]1. Reactants: CN (methylamine), COC1=CC=C(COC2=C(C=C(C=O)C=C2)Br)C=C1 (4-(4-methoxybenzyloxy)-3-bromobenzaldehyde), [BH4-].[Na+] (sodium borohydride). The solvent is CO (MeOH). Run at time 30 minute. The product is COC1=CC=C(COC2=C(C=C(C=C2)CNC)Br)C=C1 ((4-(4-methoxybenzyloxy)-3-bromophenyl)-N-methylmethanamine). Yield: 88.0%. Reaction SMILES: [CH3:1][NH2:2].[CH3:3][O:4][C:5]1[CH:21]=[CH:20][C:8]([CH2:9][O:10][C:11]2[CH:18]=[CH:17][C:14]([CH:15]=O)=[CH:13][C:12]=2[Br:19])=[CH:7][CH:6]=1.[BH4-].[Na+]>CO>[CH3:3][O:4][C:5]1[CH:21]=[CH:20][C:8]([CH2:9][O:10][C:11]2[CH:18]=[CH:17][C:14]([CH2:15][NH:2][CH3:1])=[CH:13][C:12]=2[Br:19])=[CH:7][CH:6]=1 |f:2.3|. Procedure details: To a solution of 2M methylamine in MeOH (30 mL) was added intermediate 32 (2.91 g, 9.1 mmol, 1 eq). After stirring this mixture at room temperature for 30 min, the solvent was removed and the residue was partitioned between saturated NaHCO3 and DCM (2×100 mL). The organic layer was dried (Na2SO4) and concentrated. The resultant residue was dissolved in MeOH (25 mL) and, after addition of sodium borohydride (1.0 g, 27.6 mmol, 3 eq), the mixture was stirred at room temperature for 1 h. Solvent was... Reactants: O (H2O), O[C@@H](CC(=O)OC)CCCCCCCCCCC (methyl (R)-3-hydroxytetradecanoate), BrC(C(=O)Cl)CCCCCC (2-bromooctanoyl chloride), N1=CC=CC=C1 (pyridine). Solvent: hexanes, C(Cl)Cl (CH2Cl2). Reaction conditions: time 10 minute. Yields the product COC(C[C@@H](CCCCCCCCCCC)OC(C(CCCCCC)Br)=O)=O ((R)-3-[(2-bromo-1-oxooctyl)oxy]tetradecanoic acid methyl ester). Yield: 87.4%. Reaction SMILES: [OH:1][C@H:2]([CH2:8][CH2:9][CH2:10][CH2:11][CH2:12][CH2:13][CH2:14][CH2:15][CH2:16][CH2:17][CH3:18])[CH2:3][C:4]([O:6][CH3:7])=[O:5].[Br:19][CH:20]([CH2:24][CH2:25][CH2:26][CH2:27][CH2:28][CH3:29])[C:21](Cl)=[O:22].N1C=CC=CC=1.O>C(Cl)Cl>[CH3:7][O:6][C:4](=[O:5])[CH2:3][C@H:2]([O:1][C:21](=[O:22])[CH:20]([Br:19])[CH2:24][CH2:25][CH2:26][CH2:27][CH2:28][CH3:29])[CH2:8][CH2:9][CH2:10][CH2:11][CH2:12][CH2:13][CH2:14][CH2:15][CH2:16][CH2:17][CH3:18]. Procedure details: To a rapidly-stirred slurry of 5.18 g (20.0 mmol) methyl (R)-3-hydroxytetradecanoate and 5.03 g (20.8 mmol) 2-bromooctanoyl chloride in 100 mL hexanes at 0° C. in a flame-dried flask under N2 was added 1.67 mL (20.6 mmol) pyridine all at once. After stirring for 10 minutes the cloudy white mixture was poured into a separatory funnel containing a mixture of 200 mL tap H2O/100 mL ether. This mixture was shaken and the layers separated. The aqueous layer was extracted with 2×100 mL ether. The combi... The reactants are O=C(C1CN1S(=O)(=O)c1ccccc1Cl)N1CCN(c2ncccc2C(F)(F)F)CC1, [I-], [Na+], O=C=NC1CCOCC1. Yields the product O=C(C1CN(S(=O)(=O)c2ccccc2Cl)C(=O)N1C1CCOCC1)N1CCN(c2ncccc2C(F)(F)F)CC1. RXN SMILES: [Cl:1][c:2]1[c:3]([S:8](=[O:9])(=[O:10])[N:11]2[CH:12]([C:14](=[O:15])[N:16]3[CH2:17][CH2:18][N:19]([c:22]4[n:23][cH:24][cH:25][cH:26][c:27]4[C:28]([F:29])([F:30])[F:31])[CH2:20][CH2:21]3)[CH2:13]2)[cH:4][cH:5][cH:6][cH:7]1.[I-:33].[Na+:32].[O:34]1[CH2:35][CH2:36][CH:37]([N:40]=[C:41]=[O:42])[CH2:38][CH2:39]1>>[Cl:1][c:2]1[c:3]([S:8](=[O:9])(=[O:10])[N:11]2[CH2:13][CH:12]([C:14](=[O:15])[N:16]3[CH2:17][CH2:18][N:19]([c:22]4[n:23][cH:24][cH:25][cH:26][c:27]4[C:28]([F:29])([F:30])[F:31])[CH2:20][CH2:21]3)[N:40]([CH:37]3[CH2:36][CH2:35][O:34][CH2:39][CH2:38]3)[C:41]2=[O:42])[cH:4][cH:5][cH:6][cH:7]1.